Dataset: the Open Reaction Database (ORD), a public repository of structured organic reaction records. Task: describe an organic reaction: reactants, conditions, products, and yield Product: COC=1C=C(C=C2C=C(NC12)C=1SC(CN1)CCO)OC1=NC=C(C=C1)S(=O)(=O)C (2-[2-(7-Methoxy-5-{[5-(methylsulfonyl)pyridin-2-yl]oxy}-1H-indol-2-yl)-4,5-dihydro-1,3-thiazol-5-yl]ethanol). The solvent is O1CCCC1 (tetrahydrofuran), CO (methanol). Starting materials: COC=1C=C(C=C2C=C(NC12)C=1SC(CN1)CC(=O)OCC)OC1=NC=C(C=C1)S(=O)(=O)C (Ethyl [2-(7-methoxy-5-{[5-(methylsulfonyl)pyridin-2-yl]oxy}-1H-indol-2-yl)-4,5-dihydro-1,3-thiazol-5-yl]acetate), O (Water), [BH4-].[Li+] (Lithium borohydride). Conditions: time 4 hour. Isolated yield 44.6%. Procedure details: Ethyl [2-(7-methoxy-5-{[5-(methylsulfonyl)pyridin-2-yl]oxy}-1H-indol-2-yl)-4,5-dihydro-1,3-thiazol-5-yl]acetate (270 mg) was dissolved in a mixture of tetrahydrofuran (3 mL) and methanol (1.5 mL). Lithium borohydride (62 mg) was added to the mixture at 0° C. and the mixture was stirred at room temperature for 4 h. Water was added to the mixture and the mixture was extracted with ethyl acetate. The organic layer was washed with saturated brine, dried over magnesium sulfate, filtered and concentra... Reaction SMILES: [CH3:1][O:2][C:3]1[CH:4]=[C:5]([O:23][C:24]2[CH:29]=[CH:28][C:27]([S:30]([CH3:33])(=[O:32])=[O:31])=[CH:26][N:25]=2)[CH:6]=[C:7]2[C:11]=1[NH:10][C:9]([C:12]1[S:13][CH:14]([CH2:17][C:18](OCC)=[O:19])[CH2:15][N:16]=1)=[CH:8]2.[BH4-].[Li+].O>O1CCCC1.CO>[CH3:1][O:2][C:3]1[CH:4]=[C:5]([O:23][C:24]2[CH:29]=[CH:28][C:27]([S:30]([CH3:33])(=[O:31])=[O:32])=[CH:26][N:25]=2)[CH:6]=[C:7]2[C:11]=1[NH:10][C:9]([C:12]1[S:13][CH:14]([CH2:17][CH2:18][OH:19])[CH2:15][N:16]=1)=[CH:8]2 |f:1.2|. Starting materials: NC1=C(C=C(C=C1)O)[N+](=O)[O-] (4-amino-3-nitrophenol), C1[C@H](O1)COS(=O)(=O)C2=CC=CC(=C2)[N+](=O)[O-] ((2S)-(+)-glycidyl 3-nitrobenzenesulfonate), C(=O)([O-])[O-].[K+].[K+] (K2CO3). The solvent is CC(=O)C (acetone). Yields the product NC1=C(C=C(OC[C@@H]2CO2)C=C1)[N+](=O)[O-] ((S)-3-(4-Amino-3-nitrophenoxy)-1,2-epoxypropane). Yield: 86.5%. As a reaction SMILES: [NH2:1][C:2]1[CH:7]=[CH:6][C:5]([OH:8])=[CH:4][C:3]=1[N+:9]([O-:11])=[O:10].[CH2:12]1[O:14][C@@H:13]1[CH2:15]OS(C1C=C([N+]([O-])=O)C=CC=1)(=O)=O.C([O-])([O-])=O.[K+].[K+]>CC(C)=O>[NH2:1][C:2]1[CH:7]=[CH:6][C:5]([O:8][CH2:15][C@H:13]2[O:14][CH2:12]2)=[CH:4][C:3]=1[N+:9]([O-:11])=[O:10] |f:2.3.4|. Procedure: A solution of 4-amino-3-nitrophenol (2.54 g, 16.5 mmol) and (2S)-(+)-glycidyl 3-nitrobenzenesulfonate (4.27 g, 16.5 mmol) in 50 mL of acetone was treated with 1.1 equivalents of K2CO3 (2.50 g, 18.1 mmol) and stirred at reflux for 20 hours. The suspension was cooled to ambient temperature, concentrated in vacuo to dryness. The resulting solids were partitioned between chloroform and water, and the aqueous layer extracted with chloroform. The organic layers were combined and dried over MgSO4 and c... Reactants: ice, ClC1=CC(=C(C(=O)O)C=C1)OC (4-chloro-2-methoxybenzoic acid), ClN1CCOCC1 (N-chloromorpholine). The solvent is FC(C(=O)O)(F)F (trifluoroacetic acid), FC(C(=O)O)(F)F (trifluoroacetic acid). The product is ClC1=CC(=C(C(=O)O)C=C1Cl)OC (4,5-Dichloro-2-methoxybenzoic Acid). Isolated yield 16.9%. Reaction SMILES: [Cl:1][C:2]1[CH:10]=[CH:9][C:5]([C:6]([OH:8])=[O:7])=[C:4]([O:11][CH3:12])[CH:3]=1.[Cl:13]N1CCOCC1>FC(F)(F)C(O)=O>[Cl:1][C:2]1[C:10]([Cl:13])=[CH:9][C:5]([C:6]([OH:8])=[O:7])=[C:4]([O:11][CH3:12])[CH:3]=1. Reported procedure: To an ice cold solution of 4-chloro-2-methoxybenzoic acid (1.0 g, 5.36 mmol) in trifluoroacetic acid (7 ml) was added N-chloromorpholine (0.67 g, 5.5 mmol) dropwise, maintaining the internal temperature below 10° C. After stirring overnight at room temperature the trifluoroacetic acid was removed in vacuo and the residue partitioned between ethyl acethate and water. The organic layer was dried over magnesium sulfate, concentrated in vacuo and the residue recrystallised from methanol to afford th... Starting materials: Cl (hydrochloric acid), FC1=C(C=CC(=C1NC1=NC=CC=C1C1=C2N=CN(C2=NC=N1)C1OCCCC1)F)NS(=O)(=O)C1=C(OC(=C1)C)C(F)(F)F (N-(2,4-difluoro-3-(3-(9-(tetrahydro-2H-pyran-2-yl)-9H-purin-6-yl)pyridin-2-ylamino)phenyl)-5-methyl-2-(trifluoromethyl)furan-3-sulfonamide), target compound. Conditions: time 2 hour. Yields the product N1=CN=C2NC=NC2=C1C=1C(=NC=CC1)NC=1C(=C(C=CC1F)NS(=O)(=O)C1=C(OC(=C1)C)C(F)(F)F)F (N-(3-(3-(9H-purin-6-yl)pyridin-2-ylamino)-2,4-difluorophenyl)-5-methyl-2-(trifluoromethyl)furan-3-sulfonamide). Isolated yield 85.0%. As a reaction SMILES: Cl.[F:2][C:3]1[C:8]([NH:9][C:10]2[C:15]([C:16]3[N:24]=[CH:23][N:22]=[C:21]4[C:17]=3[N:18]=[CH:19][N:20]4C3CCCCO3)=[CH:14][CH:13]=[CH:12][N:11]=2)=[C:7]([F:31])[CH:6]=[CH:5][C:4]=1[NH:32][S:33]([C:36]1[CH:40]=[C:39]([CH3:41])[O:38][C:37]=1[C:42]([F:45])([F:44])[F:43])(=[O:35])=[O:34]>>[N:24]1[C:16]([C:15]2[C:10]([NH:9][C:8]3[C:3]([F:2])=[C:4]([NH:32][S:33]([C:36]4[CH:40]=[C:39]([CH3:41])[O:38][C:37]=4[C:42]([F:45])([F:44])[F:43])(=[O:35])=[O:34])[CH:5]=[CH:6][C:7]=3[F:31])=[N:11][CH:12]=[CH:13][CH:14]=2)=[C:17]2[C:21]([NH:20][CH:19]=[N:18]2)=[N:22][CH:23]=1. Procedure details: 1M aqueous hydrochloric acid solution was added into the N-(2,4-difluoro-3-(3-(9-(tetrahydro-2H-pyran-2-yl)-9H-purin-6-yl)pyridin-2-ylamino)phenyl)-5-methyl-2-(trifluoromethyl)furan-3-sulfonamide (12 mg, 0.020 mmol) prepared at Step 10 and stirred for 2 hours. After the reaction, the reactant was washed with an aqueous solution of sodium hydrogen carbonate and salt water. After extraction with ethylacetate, the organic layer was dried with sulfuric anhydride magnesium and vacuum concentrated, an... Reactants: resultant mixture, N1C(=NC2=C1C=CC=C2)CN(C2CCCC=1C=CC=NC21)CC2=CC=C(C=O)C=C2 (4-{[(1H-Benzimidazol-2-ylmethyl)-(5,6,7,8-tetrahydro-quinolin-8-yl)-amino]-methyl}-benzaldehyde), NC1=NNC=C1 (3-aminopyrazole), [BH-](OC(=O)C)(OC(=O)C)OC(=O)C.[Na+] (NaBH(OAc)3). Solvent: C1CCOC1 (THF), C(C)(=O)O (acetic acid). The product is N1C(=NC2=C1C=CC=C2)CN(C2CCCC=1C=CC=NC21)CC2=CC=C(C=C2)CNC2=NNC=C2 ((1H-Benzimidazol-2-ylmethyl)-{4-[(1H-pyrazol-3-ylamino)-methyl]-benzyl}-(5,6,7,8-tetrahydro-quinolin-8-yl)-amine). Isolated yield 22.4%. RXN SMILES: [NH:1]1[C:5]2[CH:6]=[CH:7][CH:8]=[CH:9][C:4]=2[N:3]=[C:2]1[CH2:10][N:11]([CH2:22][C:23]1[CH:30]=[CH:29][C:26]([CH:27]=O)=[CH:25][CH:24]=1)[CH:12]1[C:21]2[N:20]=[CH:19][CH:18]=[CH:17][C:16]=2[CH2:15][CH2:14][CH2:13]1.[NH2:31][C:32]1[CH:36]=[CH:35][NH:34][N:33]=1.[BH-](OC(C)=O)(OC(C)=O)OC(C)=O.[Na+]>C1COCC1.C(O)(=O)C>[NH:1]1[C:5]2[CH:6]=[CH:7][CH:8]=[CH:9][C:4]=2[N:3]=[C:2]1[CH2:10][N:11]([CH2:22][C:23]1[CH:30]=[CH:29][C:26]([CH2:27][NH:31][C:32]2[CH:36]=[CH:35][NH:34][N:33]=2)=[CH:25][CH:24]=1)[CH:12]1[C:21]2[N:20]=[CH:19][CH:18]=[CH:17][C:16]=2[CH2:15][CH2:14][CH2:13]1 |f:2.3|. Procedure: Using General Procedure B: To a stirred solution of 4-{[(1H-Benzimidazol-2-ylmethyl)-(5,6,7,8-tetrahydro-quinolin-8-yl)-amino]-methyl}-benzaldehyde (199 mg, 0.50 mmol) and 3-aminopyrazole (60 mg, 0.72 mmol) in THF (5 mL) and acetic acid (0.2 mL) was added NaBH(OAc)3 (166 mg, 0.78 mmol) and the resultant mixture stirred at room temperature for 2.5 days. Purification of the crude material by radial chromatography on silica gel gel (2 mm plate, CH2Cl2/MeOH/NH4OH, 100:1:1 then 50:1:1) afforded the d... Reactants: FC(COC1=C(C=C(C=C1)C(CC(C(F)(F)F)=O)=O)C(F)(F)F)(F)F (1-(4-trifluoroethoxy-3-trifluoromethyl-phenyl)-4,4,4-trifluoro-butane-1,3-dione), 4-trifluoroethoxy-3-trifluoromethyl-acetophenone, NC1=NNC=C1C=1C=NC=CC1 (3-amino-4-(3-pyridinyl)-pyrazole). Product: FC(COC1=C(C=C(C=C1)C1=NC=2N(C(=C1)C(F)(F)F)N=CC2C=2C=NC=CC2)C(F)(F)F)(F)F (5-(4-Trifluoroethoxy-3-trifluoromethyl-phenyl)-3-pyridin-3-yl-7-trifluoromethyl-pyrazolo[1,5-a]pyrimidine). Yield: 68.7%. RXN SMILES: [F:1][C:2]([F:25])([F:24])[CH2:3][O:4][C:5]1[CH:10]=[CH:9][C:8]([C:11](=O)[CH2:12][C:13](=O)[C:14]([F:17])([F:16])[F:15])=[CH:7][C:6]=1[C:20]([F:23])([F:22])[F:21].[NH2:26][C:27]1[C:31]([C:32]2[CH:33]=[N:34][CH:35]=[CH:36][CH:37]=2)=[CH:30][NH:29][N:28]=1>>[F:1][C:2]([F:25])([F:24])[CH2:3][O:4][C:5]1[CH:10]=[CH:9][C:8]([C:11]2[CH:12]=[C:13]([C:14]([F:17])([F:16])[F:15])[N:28]3[N:29]=[CH:30][C:31]([C:32]4[CH:33]=[N:34][CH:35]=[CH:36][CH:37]=4)=[C:27]3[N:26]=2)=[CH:7][C:6]=1[C:20]([F:23])([F:22])[F:21]. Reported procedure: Reaction of 1-(4-trifluoroethoxy-3-trifluoromethyl-phenyl)-4,4,4-trifluoro-butane-1,3-dione (191 mg, 0.5 mmol), prepared from 4-trifluoroethoxy-3-trifluoromethyl-acetophenone (synthesis: see part acetophenone derivatives) according to general procedure A, and 3-amino-4-(3-pyridinyl)-pyrazole [CAS No. 40545-68-2; prepared from 3-cyanomethyl-pyridine as described in Bioorg. Med. Chem. Lett. 12 (2002) 3537-3541] (80 mg, 0.5 mmol) according to general procedure B yielded the title compound as a yell...